Dataset: the Open Reaction Database (ORD), a public repository of structured organic reaction records. Task: describe an organic reaction: reactants, conditions, products, and yield Starting materials: O=Cc1ccc(Br)c(F)c1, CC(=O)O[BH-](OC(C)=O)OC(C)=O, CC1COCCN1, CC(Cl)Cl, Cl, [Na+]. Product: CC1COCCN1Cc1ccc(Br)c(F)c1. As a reaction SMILES: [Br:8][c:9]1[c:10]([F:17])[cH:11][c:12]([CH:13]=[O:14])[cH:15][cH:16]1.[C:18]([O:19][BH-:20]([O:21][C:22](=[O:23])[CH3:24])[O:25][C:26](=[O:27])[CH3:28])(=[O:29])[CH3:30].[CH3:1][CH:2]1[CH2:3][O:4][CH2:5][CH2:6][NH:7]1.[Cl:33][CH:34]([Cl:35])[CH3:36].[ClH:32].[Na+:31]>>[CH3:1][CH:2]1[CH2:3][O:4][CH2:5][CH2:6][N:7]1[CH2:13][c:12]1[cH:11][c:10]([F:17])[c:9]([Br:8])[cH:16][cH:15]1. Reactants: ClC=1C=C(C=CC1Cl)C=1SC=C(N1)CS(=O)(=O)Cl ([2-(3,4-dichlorophenyl)thiazol-4-yl]methanesulfonyl chloride), sulfonamide, N (ammonia). Yields the product ClC=1C=C(C=CC1Cl)C=1SC=C(N1)CS(=O)(=O)N ([2-(3,4-Dichlorophenyl)thiazol-4-yl]methanesulfonamide). As a reaction SMILES: [Cl:1][C:2]1[CH:3]=[C:4]([C:9]2[S:10][CH:11]=[C:12]([CH2:14][S:15](Cl)(=[O:17])=[O:16])[N:13]=2)[CH:5]=[CH:6][C:7]=1[Cl:8].[NH3:19]>>[Cl:1][C:2]1[CH:3]=[C:4]([C:9]2[S:10][CH:11]=[C:12]([CH2:14][S:15]([NH2:19])(=[O:17])=[O:16])[N:13]=2)[CH:5]=[CH:6][C:7]=1[Cl:8]. Procedure: The sulfonyl chloride intermediate prepared in Step C above (15.3 g., 0.049 mol) was allowed to react with concentrated ammonia (150 ml) at room temperature for 10 minutes. On filtration there was obtained 8.75 g. of sulfonamide intermediate, m.p. 165°-167° C. Recrystallization from tetrahydrofuran-ether-petroleum ether gave m.p. 168°-170° C. Anal. Calc'd. for C10H8Cl2N2O2S2 : % C, 37.16; % H, 2.49; % N, 8.67. Found: % C, 37.13; % H, 2.36; % N, 8.36. RXN SMILES: [CH3:19][OH:20].[N+:1]([O-:2])(=[O:3])[c:4]1[cH:5][c:6]([CH2:7][CH2:8][NH:9][C:10]([C:11]([F:12])([F:13])[F:14])=[O:15])[cH:16][cH:17][cH:18]1>>[NH2:1][c:4]1[cH:5][c:6]([CH2:7][CH2:8][NH:9][C:10]([C:11]([F:12])([F:13])[F:14])=[O:15])[cH:16][cH:17][cH:18]1. Yields the product Nc1cccc(CCNC(=O)C(F)(F)F)c1. Starting materials: CO, O=C(NCCc1cccc([N+](=O)[O-])c1)C(F)(F)F. Starting materials: ClC=1C(N(C(C1C1=CC=CC=C1)=O)CC=1C=NC=CC1)=O (3-chloro-4-phenyl-1-(pyridin-3-ylmethyl)-1H-pyrrole-2,5-dione), FC(OC1=CC=C(N)C=C1)(F)F (4-(Trifluoromethoxy)aniline), O (Water). Solvent: CC#N (CH3CN). Conditions: temperature 140 celsius, time 120 minute. Yields the product C1(=CC=CC=C1)C=1C(N(C(C1NC1=CC=C(C=C1)OC(F)(F)F)=O)CC=1C=NC=CC1)=O (3-Phenyl-1-(pyridin-3-ylmethyl)-4-{[4-(trifluoromethoxy)phenyl]amino}-1H-pyrrole-2,5-dione). Isolated yield 44.5%. As a reaction SMILES: [F:1][C:2]([F:12])([F:11])[O:3][C:4]1[CH:10]=[CH:9][C:7]([NH2:8])=[CH:6][CH:5]=1.Cl[C:14]1[C:15](=[O:33])[N:16]([CH2:26][C:27]2[CH:28]=[N:29][CH:30]=[CH:31][CH:32]=2)[C:17](=[O:25])[C:18]=1[C:19]1[CH:24]=[CH:23][CH:22]=[CH:21][CH:20]=1.O>CC#N>[C:19]1([C:18]2[C:17](=[O:25])[N:16]([CH2:26][C:27]3[CH:28]=[N:29][CH:30]=[CH:31][CH:32]=3)[C:15](=[O:33])[C:14]=2[NH:8][C:7]2[CH:9]=[CH:10][C:4]([O:3][C:2]([F:11])([F:12])[F:1])=[CH:5][CH:6]=2)[CH:24]=[CH:23][CH:22]=[CH:21][CH:20]=1. Reported procedure: 4-(Trifluoromethoxy)aniline (0.94 mmol, 177 mg) dissolved in dry CH3CN (2 mL) was added to crude 3-chloro-4-phenyl-1-(pyridin-3-ylmethyl)-1H-pyrrole-2,5-dione (0.47 mmol, 140 mg) and the reaction mixture was sequentially subjected to microwave heating single node 140° C. for 20 min, 140° C. for 120 min, and 140° C. for 120 min. 0.3 mL Water was added and the reaction mixture was purified using HPLC (57% 0.1M ammonium acetate buffer: 43% CH3CN→100% CH3CN, 20 mL/min) to give 92 mg (45%) of the tit... The reactants are compound, C1(=CC=CC=C1)C1CC(=NO1)C=1N=C(SC1)C1CCN(CC1)C(=NC1=C(C=CC(=C1)C)C)Cl (4-[4-(4,5-dihydro-5-phenyl-3-isoxazolyl)-2-thiazolyl]-N-(2,5-dimethylphenyl)-1-piperidinecarboximidoyl chloride), C1(=CC=CC=C1)C1CC(=NO1)C=1N=C(SC1)C1CCN(CC1)C(=NC1=C(C=CC(=C1)C)C)Cl (4-[4-(4,5-dihydro-5-phenyl-3-isoxazolyl)-2-thiazolyl]-N-(2,5-dimethylphenyl)-1-piperidinecarboximidoyl chloride), N (ammonia). The solvent is ClCCl (dichloromethane). Reaction conditions: temperature 0 celsius, time 2 minute. Yields the product C1(=CC=CC=C1)C1CC(=NO1)C=1N=C(SC1)C1CCN(CC1)C(NC1=C(C=CC(=C1)C)C)=N (4-[4-(4,5-dihydro-5-phenyl-3-isoxazolyl)-2-thiazolyl]-N-(2,5-dimethylphenyl)-1-piperidinecarboximidamide). RXN SMILES: [C:1]1([CH:7]2[O:11][N:10]=[C:9]([C:12]3[N:13]=[C:14]([CH:17]4[CH2:22][CH2:21][N:20]([C:23](Cl)=[N:24][C:25]5[CH:30]=[C:29]([CH3:31])[CH:28]=[CH:27][C:26]=5[CH3:32])[CH2:19][CH2:18]4)[S:15][CH:16]=3)[CH2:8]2)[CH:6]=[CH:5][CH:4]=[CH:3][CH:2]=1.[NH3:34]>ClCCl>[C:1]1([CH:7]2[O:11][N:10]=[C:9]([C:12]3[N:13]=[C:14]([CH:17]4[CH2:22][CH2:21][N:20]([C:23](=[NH:34])[NH:24][C:25]5[CH:30]=[C:29]([CH3:31])[CH:28]=[CH:27][C:26]=5[CH3:32])[CH2:19][CH2:18]4)[S:15][CH:16]=3)[CH2:8]2)[CH:6]=[CH:5][CH:4]=[CH:3][CH:2]=1. Procedure: A mixture of 4-[4-(4,5-dihydro-5-phenyl-3-isoxazolyl)-2-thiazolyl]-N-(2,5-dimethylphenyl)-1-piperidinecarboximidoyl chloride (i.e. the product of Step B) (0.300 g, 0.63 mmol) in dichloromethane (4 mL) was added dropwise to a solution of ammonia in mathanol (7M, 10 ml) which was cooled to 0° C. The reaction mixture was stirred for 2 minutes, concentrated under reduced pressure, and the resulting tan solid portioned between dichloromethane and saturated aqueous sodium bicarbonate solution. The org... The reactants are ethane-2,2'-[2-pentadecyn-1-ylidene bis(oxy)]bis, C(C1=CC=CC=C1)(=O)OCCCCO (4-benzoyloxy-1-butanol), C1(=CC=C(C=C1)S(=O)(=O)O)C (p-toluene sulfonic acid), C1=CC=CC=C1 (benzene). The product is C(C1=CC=CC=C1)(=O)OCCCCOC(C#CCCCCCCCCCCCC)OCC ((±)-1-Benzoyloxy-6-Ethoxy-5-Oxaeicos-7-Yne). As a reaction SMILES: [C:1]([O:9][CH2:10][CH2:11][CH2:12][CH2:13][OH:14])(=[O:8])[C:2]1[CH:7]=[CH:6][CH:5]=[CH:4][CH:3]=1.[C:15]1([CH3:25])[CH:20]=[CH:19][C:18](S(O)(=O)=O)=[CH:17][CH:16]=1.[CH:26]1[CH:31]=[CH:30][CH:29]=[CH:28][CH:27]=1>>[C:1]([O:9][CH2:10][CH2:11][CH2:12][CH2:13][O:14][CH:1]([O:9][CH2:10][CH3:11])[C:2]#[C:26][CH2:31][CH2:30][CH2:29][CH2:28][CH2:27][CH2:16][CH2:17][CH2:18][CH2:19][CH2:20][CH2:15][CH3:25])(=[O:8])[C:2]1[CH:7]=[CH:6][CH:5]=[CH:4][CH:3]=1. Procedure: 32 g of ethane-2,2'-[2-pentadecyn-1-ylidene bis(oxy)]bis, 25 g of 4-benzoyloxy-1-butanol, and 100 mg of p-toluene sulfonic acid were refluxed in a dry apparatus in 300 ml of benzene using a Dean-Stark trap. After evaporating 75 ml of solvent, the solution was cooled to room temperature diluted with CHCl3, washed with saturated aqueous NaHCO3, then with water and dried over Na2SO4. The resulting oil (13 g) after evaporation of the solvent was purified by column chromatography (SiO2) (CHCl3). The ... The reactants are C(CCCCC(C)C)(=O)O (iso-octanoic acid), N[C@@H](CO)C(=O)O (L-serine), fatty acid, methyl ester. The solvent is N1=CC=CC=C1 (pyridine). Product: CC(=O)CC(=O)O (diacetate), C(C)(=O)OC(C)=O (acetic anhydride). Reaction SMILES: N[C@H:2]([C:5]([OH:7])=[O:6])[CH2:3][OH:4].[C:8]([OH:17])(=[O:16])[CH2:9]CCCC(C)C>N1C=CC=CC=1>[CH3:8][C:3]([CH2:2][C:5]([OH:7])=[O:6])=[O:4].[C:3]([O:17][C:8](=[O:16])[CH3:9])(=[O:4])[CH3:2]. Reported procedure: BU-3862T exhibits strong absorptions at 3300 (hydroxy), 1720 (carbonyl), 1650 and 1530 cm-1 (amide) in the IR spectrum indicating a peptide structure for the antibiotic. The 13C-NMR spectrum demonstrated 20 carbons which were identified as two C-CH3, one=C-CH3, eight -CH2, three -CH, one>C<, one>C=CH2 and three C=O carbons. The molecular formula of BU-3862T was established as C20H34N2O6 based on the microanalysis, mass spectral data((M+H)+ : m/z 399) and 13C-NMR spectral analysis. Thirty-four pr... The reactants are IC (iodomethane), CN(C)C=O (DMF), [H-].[Na+] (NaH), OCC1=CC=C(C(=O)O)C=C1 (4-(hydroxymethyl)-benzoic acid), CN(C)C=O (DMF). Conditions: temperature 0 celsius, time 10 minute. Yields the product COCC1=CC=C(C(=O)OC)C=C1 (methyl 4-(methoxymethyl)benzoate). Yield: 72.0%. As a reaction SMILES: [OH:1][CH2:2][C:3]1[CH:11]=[CH:10][C:6]([C:7](O)=[O:8])=[CH:5][CH:4]=1.[H-].[Na+].I[CH3:15].CN([CH:19]=[O:20])C>>[CH3:15][O:1][CH2:2][C:3]1[CH:11]=[CH:10][C:6]([C:7]([O:20][CH3:19])=[O:8])=[CH:5][CH:4]=1 |f:1.2|. Procedure: Under nitrogen atmosphere, a solution of 4-(hydroxymethyl)-benzoic acid (5.00 g) in DMF (200 mL) was cooled to 0° C., and thereto was added NaH (2.76 g, 60%). The mixture was stirred at the same temperature for 10 minutes, and stirred at room temperature for 20 minutes. The mixture was cooled to 0° C., and thereto were added DMF (100 mL) and iodomethane (18.7 g), and the mixuture was stirred at room temperature for 48 hours. The solvent was evaporated under reduced pressure, and the residue was ... As a reaction SMILES: [N:1]1([C:6]2[CH:7]=[C:8]([CH:12]=[CH:13][CH:14]=2)[C:9]([OH:11])=O)[CH:5]=[CH:4][CH:3]=[CH:2]1.[N:15]1([CH2:21][CH2:22][O:23][C:24]2[C:33]3[C:28](=[CH:29][CH:30]=[CH:31][CH:32]=3)[C:27]([NH2:34])=[CH:26][CH:25]=2)[CH2:20][CH2:19][O:18][CH2:17][CH2:16]1>>[N:15]1([CH2:21][CH2:22][O:23][C:24]2[C:33]3[C:28](=[CH:29][CH:30]=[CH:31][CH:32]=3)[C:27]([NH:34][C:9](=[O:11])[C:8]3[CH:12]=[CH:13][CH:14]=[C:6]([N:1]4[CH:2]=[CH:3][CH:4]=[CH:5]4)[CH:7]=3)=[CH:26][CH:25]=2)[CH2:20][CH2:19][O:18][CH2:17][CH2:16]1. Procedure: Compound is prepared from 3-pyrrol-1-yl-benzoic acid and 4-(2-morpholin-4-yl-ethoxy)-naphthalen-1-ylamine according to conditions described in general procedure G. (96 mg) (40%). Mp: 142-143° C. 1H NMR (300 MHz, DMSO-d6) δ 10.38 (s, 1H), 8.25 (m, 2H), 7.90 (m, 2H), 7.83 (d, J=8.1, 1H), 7.66-7.47 (m, 6H), 7.06 (d, J=8.4 Hz, 1H), 6.32 (brs, 2H), 4.33 (t, J=5.4, 2H), 3.62 (brt, 4H), 2.93 (brs, 2H), 2.62 (brs, 4H). MS: 442 (M+1). Product: N1(CCOCC1)CCOC1=CC=C(C2=CC=CC=C12)NC(C1=CC(=CC=C1)N1C=CC=C1)=O (N-[4-(2-Morpholin-4-yl-ethoxy)-naphthalen-1-yl]-3-pyrrol-1-yl-benzamide). Reactants: N1(C=CC=C1)C=1C=C(C(=O)O)C=CC1 (3-pyrrol-1-yl-benzoic acid), N1(CCOCC1)CCOC1=CC=C(C2=CC=CC=C12)N (4-(2-morpholin-4-yl-ethoxy)-naphthalen-1-ylamine). Reactants: COC1CN(CCCNc2nc3cc4c(cc3[n+]([O-])n2)CCC4)C1, ClCCl, O=C(O)C(F)(F)F, N, OO. Yields the product COC1CN(CCCNc2n[n+]([O-])c3cc4c(cc3[n+]2[O-])CCC4)C1. As a reaction SMILES: [CH3:3][O:4][CH:5]1[CH2:6][N:7]([CH2:9][CH2:10][CH2:11][NH:12][c:13]2[n:14][n+:15]([O-:26])[c:16]3[c:17]([n:18]2)[cH:19][c:20]2[c:24]([cH:25]3)[CH2:23][CH2:22][CH2:21]2)[CH2:8]1.[Cl:34][CH2:35][Cl:36].[F:27][C:28]([F:29])([F:31])[C:32](=[O:30])[OH:33].[NH3:37].[OH:1][OH:2]>>[CH3:3][O:4][CH:5]1[CH2:6][N:7]([CH2:9][CH2:10][CH2:11][NH:12][c:13]2[n:14][n+:15]([O-:26])[c:16]3[c:17]([n+:18]2[O-:30])[cH:19][c:20]2[c:24]([cH:25]3)[CH2:23][CH2:22][CH2:21]2)[CH2:8]1.